This data is from the Open Reaction Database (ORD), a public repository of structured organic reaction records. The task is: describe an organic reaction: reactants, conditions, products, and yield The reactants are CCCP(=O)(O)O, CCN(C(C)C)C(C)C, Cn1ncc(C(=O)N2CCC2)c1C(=O)O, CCOC(=O)c1nc2cc(N)ccn2n1, C1CCOC1. The product is CCOC(=O)c1nc2cc(NC(=O)c3c(C(=O)N4CCC4)cnn3C)ccn2n1. RXN SMILES: [CH2:31]([P:32]([OH:33])([OH:34])=[O:35])[CH2:36][CH3:37].[CH:38]([N:39]([CH:40]([CH3:41])[CH3:42])[CH2:43][CH3:44])([CH3:45])[CH3:46].[N:16]1([C:20](=[O:21])[c:22]2[cH:23][n:24][n:25]([CH3:30])[c:26]2[C:27](=[O:28])[OH:29])[CH2:17][CH2:18][CH2:19]1.[NH2:1][c:2]1[cH:3][c:4]2[n:5]([cH:6][cH:7]1)[n:8][c:9]([C:11](=[O:12])[O:13][CH2:14][CH3:15])[n:10]2.[O:47]1[CH2:48][CH2:49][CH2:50][CH2:51]1>>[NH:1]([c:2]1[cH:3][c:4]2[n:5]([cH:6][cH:7]1)[n:8][c:9]([C:11](=[O:12])[O:13][CH2:14][CH3:15])[n:10]2)[C:27]([c:26]1[c:22]([C:20]([N:16]2[CH2:17][CH2:18][CH2:19]2)=[O:21])[cH:23][n:24][n:25]1[CH3:30])=[O:28].